Task: describe an organic reaction: reactants, conditions, products, and yield. Dataset: the Open Reaction Database (ORD), a public repository of structured organic reaction records Starting materials: OCC1=NC=CC=N1 (2-hydroxymethylpyrimidine), dimethyl-N-cyanoimidodithiocarbonate, CN (methylamine), SCCCN (3-mercaptopropylamine), NCCCSCC1=NC=CC=N1 (2-[(3-aminopropyl)thiomethyl]-pyrimidine). The product is C(#N)NC(=NCCCSCC1=NC=CC=N1)NC (N-cyano-N'-methyl-N"-[3-(2-pyrimidylmethylthio)propyl]guanidine). Reaction SMILES: OC[C:3]1[N:8]=[CH:7]C=[CH:5][N:4]=1.SCCC[NH2:13].[NH2:14][CH2:15][CH2:16][CH2:17][S:18][CH2:19][C:20]1[N:25]=[CH:24][CH:23]=[CH:22][N:21]=1.CN>>[C:5]([NH:4][C:3]([NH:8][CH3:7])=[N:14][CH2:15][CH2:16][CH2:17][S:18][CH2:19][C:20]1[N:21]=[CH:22][CH:23]=[CH:24][N:25]=1)#[N:13]. Procedure: Also, reacting 2-hydroxymethylpyrimidine with 3-mercaptopropylamine by the procedure of Example 1 and then reacting the resulting 2-[(3-aminopropyl)thiomethyl]-pyrimidine with dimethyl-N-cyanoimidodithiocarbonate and methylamine by the procedure of Example 3(d) gives N-cyano-N'-methyl-N"-[3-(2-pyrimidylmethylthio)propyl]guanidine. Reactants: C1(=CC=CC=C1)P(C1=CC=CC=C1)C1=CC=CC=C1 (triphenylphosphine), CC(C)OC(=O)/N=N/C(=O)OC(C)C (Diisopropylazodicarboxylate), O[C@@H]1C(NCC1)=O ((S)-3-hydroxy-pyrrolidin-2-one), FC1=CC=C(OC2=CC=C(C=N2)O)C=C1 (6-(4-fluoro-phenoxy)-pyridin-3-ol). The solvent is C(Cl)Cl (DCM), C1CCOC1 (THF). Product: FC1=CC=C(OC2=CC=C(C=N2)O[C@H]2C(NCC2)=O)C=C1 ((R)-3-[6-(4-Fluoro-phenoxy)-pyridin-3-yloxy]-pyrrolidin-2-one). RXN SMILES: C1(P(C2C=CC=CC=2)C2C=CC=CC=2)C=CC=CC=1.CC(OC(/N=N/C(OC(C)C)=O)=O)C.[OH:34][C@H:35]1[CH2:39][CH2:38][NH:37][C:36]1=[O:40].[F:41][C:42]1[CH:55]=[CH:54][C:45]([O:46][C:47]2[N:52]=[CH:51][C:50](O)=[CH:49][CH:48]=2)=[CH:44][CH:43]=1>C(Cl)Cl.C1COCC1>[F:41][C:42]1[CH:43]=[CH:44][C:45]([O:46][C:47]2[N:52]=[CH:51][C:50]([O:34][C@@H:35]3[CH2:39][CH2:38][NH:37][C:36]3=[O:40])=[CH:49][CH:48]=2)=[CH:54][CH:55]=1. Procedure details: A mixture of THF (200 mL) and DCM (100 mL) under argon was added triphenylphosphine (polymer, 1.8 mmol/g, 20 g). Diisopropylazodicarboxylate (8.87 g) was added. After 5 minutes (S)-3-hydroxy-pyrrolidin-2-one (3.1 g) and 6-(4-fluoro-phenoxy)-pyridin-3-ol (6.0 g) were added. After 30 minutes the mixture was filtered and the filtrate concentrated. The residue was purified by chromatography (SiO2; DCM/MeOH 15:1) to provide the title compound. MS ESI+: m/z=289 [M+H]+. Reactants: N1=CC=CC=C1 (pyridine), [N+](=O)([O-])C(C=O)C=O.[Na] (Sodium nitromalonaldehyde), CN(C=O)C (dimethylformamide), S(=O)(=O)(C1=CC=C(C)C=C1)Cl (Tosyl chloride), CN(C=O)C (dimethylformamide). Reaction conditions: temperature -5 celsius. Product: CC1CC(C=2C=C(C=NC2C1)[N+](=O)[O-])=O (7,8Dihydro-7-methyl-3-nitro-5(6H)-quinolone). As a reaction SMILES: [N+:1](C(C=O)C=O)([O-:3])=[O:2].[Na].[N:10]1[CH:15]=[CH:14][CH:13]=[CH:12][CH:11]=1.S(Cl)(C1C=[CH:24][C:22]([CH3:23])=[CH:21][CH:20]=1)(=O)=O.CN(C)C=[O:30]>>[CH3:23][CH:22]1[CH2:24][C:15]2[N:10]=[CH:11][C:12]([N+:1]([O-:3])=[O:2])=[CH:13][C:14]=2[C:20](=[O:30])[CH2:21]1 |f:0.1,^1:8|. Procedure: Sodium nitromalonaldehyde (Org. Synth. Coll., vol. 4, p. 844; 42.4 g, 0.269 mol) was dissolved in 200 ml of dimethylformamide and the resulting solution dried over 4A-type molecular sieves, recovered by filtration with 100 ml of the same solvent for wash. To the combined filtrate and wash was added pyridine (91 ml, 89 g, 1.13 mol) and the mixture cooled to -5° C. Tosyl chloride (53 g, 0.277 mol) in 200 ml of dimethylformamide was added dropwise, maintaining a temperature of -5° to -8° C., and th... Reaction SMILES: [Cl:49][CH2:50][Cl:51].[F:1][C:2]([F:3])([F:4])[C:5]([OH:6])=[O:7].[NH2:8][c:9]1[n:10][cH:11][c:12]([CH:36]2[CH2:37][CH2:38][N:39]([C:42]([O:43][C:44]([CH3:45])([CH3:46])[CH3:47])=[O:48])[CH2:40][CH2:41]2)[c:13]2[c:14]1[c:15](-[c:18]1[cH:19][c:20]3[c:24]([cH:25][cH:26]1)[N:23]([C:27]([CH2:28][c:29]1[cH:30][cH:31][cH:32][cH:33][cH:34]1)=[O:35])[CH2:22][CH2:21]3)[cH:16][s:17]2>>[NH2:8][c:9]1[n:10][cH:11][c:12]([CH:36]2[CH2:37][CH2:38][NH:39][CH2:40][CH2:41]2)[c:13]2[c:14]1[c:15](-[c:18]1[cH:19][c:20]3[c:24]([cH:25][cH:26]1)[N:23]([C:27]([CH2:28][c:29]1[cH:30][cH:31][cH:32][cH:33][cH:34]1)=[O:35])[CH2:22][CH2:21]3)[cH:16][s:17]2. Product: Nc1ncc(C2CCNCC2)c2scc(-c3ccc4c(c3)CCN4C(=O)Cc3ccccc3)c12. Reactants: ClCCl, O=C(O)C(F)(F)F, CC(C)(C)OC(=O)N1CCC(c2cnc(N)c3c(-c4ccc5c(c4)CCN5C(=O)Cc4ccccc4)csc23)CC1. Reactants: C1CCOC1, COC(=O)C=CC(N)Cc1cn(CC=Cc2ccccc2)c2ccccc12, CCN(C(C)C)C(C)C, O=C(O)C(F)(F)F, O=C(O)CCCCCCc1ccccc1. Product: COC(=O)C=CC(Cc1cn(CC=Cc2ccccc2)c2ccccc12)NC(=O)CCCCCCc1ccccc1. As a reaction SMILES: [CH2:59]1[O:60][CH2:61][CH2:62][CH2:63]1.[CH3:32][O:33][C:34]([CH:35]=[CH:36][CH:37]([CH2:38][c:39]1[cH:40][n:41]([CH2:48][CH:49]=[CH:50][c:51]2[cH:52][cH:53][cH:54][cH:55][cH:56]2)[c:42]2[cH:43][cH:44][cH:45][cH:46][c:47]12)[NH2:57])=[O:58].[CH:16]([N:17]([CH2:18][CH3:19])[CH:20]([CH3:21])[CH3:22])([CH3:23])[CH3:24].[OH:25][C:26]([C:27]([F:28])([F:29])[F:30])=[O:31].[c:1]1([CH2:7][CH2:8][CH2:9][CH2:10][CH2:11][CH2:12][C:13](=[O:14])[OH:15])[cH:2][cH:3][cH:4][cH:5][cH:6]1>>[c:1]1([CH2:7][CH2:8][CH2:9][CH2:10][CH2:11][CH2:12][C:13](=[O:15])[NH:57][CH:37]([CH:36]=[CH:35][C:34]([O:33][CH3:32])=[O:58])[CH2:38][c:39]2[cH:40][n:41]([CH2:48][CH:49]=[CH:50][c:51]3[cH:52][cH:53][cH:54][cH:55][cH:56]3)[c:42]3[cH:43][cH:44][cH:45][cH:46][c:47]23)[cH:2][cH:3][cH:4][cH:5][cH:6]1. Reactants: FC1=C(CN2N=C(C=3C2=NC=CC3)C=3N=NC(=C(N3)O)C(C)C)C=CC=C1 (3-[1-(2-fluorobenzyl)-1H-pyrazolo[3,4-b]pyridin-3-yl]-6-isopropyl-1,2,4-triazin-5-ol), P(=O)(Cl)(Cl)Cl (phosphoryl chloride), N (ammonia). The solvent is C(C)#N (acetonitrile). Reaction conditions: time 8 hour. The product is FC1=C(CN2N=C(C=3C2=NC=CC3)C=3N=NC(=C(N3)N)C(C)C)C=CC=C1 (3-[1-(2-Fluorobenzyl)-1H-pyrazolo[3,4-b]pyridin-3-yl]-6-isopropyl-1,2,4-triazine-5-amine). As a reaction SMILES: [F:1][C:2]1[CH:27]=[CH:26][CH:25]=[CH:24][C:3]=1[CH2:4][N:5]1[C:9]2=[N:10][CH:11]=[CH:12][CH:13]=[C:8]2[C:7]([C:14]2[N:15]=[N:16][C:17]([CH:21]([CH3:23])[CH3:22])=[C:18](O)[N:19]=2)=[N:6]1.P(Cl)(Cl)(Cl)=O.[NH3:33]>C(#N)C>[F:1][C:2]1[CH:27]=[CH:26][CH:25]=[CH:24][C:3]=1[CH2:4][N:5]1[C:9]2=[N:10][CH:11]=[CH:12][CH:13]=[C:8]2[C:7]([C:14]2[N:15]=[N:16][C:17]([CH:21]([CH3:23])[CH3:22])=[C:18]([NH2:33])[N:19]=2)=[N:6]1. Procedure: 900 mg (5.138 mmol) of 3-[1-(2-fluorobenzyl)-1H-pyrazolo[3,4-b]pyridin-3-yl]-6-isopropyl-1,2,4-triazin-5-ol were admixed with 12 ml of phosphoryl chloride and stirred overnight at RT. The reaction mixture was diluted with 50 ml of dry acetonitrile and, with ice-cooling, stirred into 173 ml of concentrated aqueous ammonia solution (25% strength). The reaction mixture was stirred for 2 h at RT and for 6 h at 50° C. After cooling, concentration on a rotary evaporator was carried out. RXN SMILES: [C:3](#[N:4])[c:5]1[c:6](-[c:11]2[c:12](=[O:32])[n:13](-[c:23]3[cH:24][c:25]([N+:29]([O-:30])=[O:31])[cH:26][cH:27][cH:28]3)[cH:14][c:15](-[c:17]3[n:18][cH:19][cH:20][cH:21][cH:22]3)[cH:16]2)[cH:7][cH:8][cH:9][cH:10]1.[CH3:33][CH:34]([OH:35])[CH3:36].[Cl-:1].[Fe:38].[NH4+:2].[OH2:37]>>[C:3](#[N:4])[c:5]1[c:6](-[c:11]2[c:12](=[O:32])[n:13](-[c:23]3[cH:24][c:25]([NH2:29])[cH:26][cH:27][cH:28]3)[cH:14][c:15](-[c:17]3[n:18][cH:19][cH:20][cH:21][cH:22]3)[cH:16]2)[cH:7][cH:8][cH:9][cH:10]1. Yields the product N#Cc1ccccc1-c1cc(-c2ccccn2)cn(-c2cccc(N)c2)c1=O. Reactants: N#Cc1ccccc1-c1cc(-c2ccccn2)cn(-c2cccc([N+](=O)[O-])c2)c1=O, CC(C)O, [Cl-], [Fe], [NH4+], O. Reactants: NC1=C(C2=C(N(C(C(CC2)N(C)C)=O)CC)C=C1)OC (7-Amino-3-dimethylamino-1-ethyl-6-methoxy-1,3,4,5-tetrahydro-benzo[b]azepin-2-one), ClC1=NC=C(C(=N1)NC1=C(C=CC=C1)S(=O)(=O)N(C)C)Cl (2-(2,5-Dichloro-pyrimidin-4-ylamino)-N,N-dimethyl-benzenesulfonamide). Yields the product ClC=1C(=NC(=NC1)NC1=C(C2=C(N(C(C(CC2)N(C)C)=O)CC)C=C1)OC)NC1=C(C=CC=C1)S(=O)(=O)N(C)C (2-[5-Chloro-2-(3-dimethylamino-1-ethyl-6-methoxy-2-oxo-2,3,4,5-tetrahydro-1H-benzo[b]azepin-7-ylamino)-pyrimidin-4-ylamino]-N,N-dimethyl-benzenesulfonamide). Isolated yield 15.9%. As a reaction SMILES: [NH2:1][C:2]1[CH:18]=[CH:17][C:5]2[N:6]([CH2:15][CH3:16])[C:7](=[O:14])[CH:8]([N:11]([CH3:13])[CH3:12])[CH2:9][CH2:10][C:4]=2[C:3]=1[O:19][CH3:20].Cl[C:22]1[N:27]=[C:26]([NH:28][C:29]2[CH:34]=[CH:33][CH:32]=[CH:31][C:30]=2[S:35]([N:38]([CH3:40])[CH3:39])(=[O:37])=[O:36])[C:25]([Cl:41])=[CH:24][N:23]=1>>[Cl:41][C:25]1[C:26]([NH:28][C:29]2[CH:34]=[CH:33][CH:32]=[CH:31][C:30]=2[S:35]([N:38]([CH3:40])[CH3:39])(=[O:37])=[O:36])=[N:27][C:22]([NH:1][C:2]2[CH:18]=[CH:17][C:5]3[N:6]([CH2:15][CH3:16])[C:7](=[O:14])[CH:8]([N:11]([CH3:12])[CH3:13])[CH2:9][CH2:10][C:4]=3[C:3]=2[O:19][CH3:20])=[N:23][CH:24]=1. Procedure details: Following a procedure analogous to Example 113, 7-Amino-3-dimethylamino-1-ethyl-6-methoxy-1,3,4,5-tetrahydro-benzo[b]azepin-2-one (78 mgs) and 2-(2,5-Dichloro-pyrimidin-4-ylamino)-N,N-dimethyl-benzenesulfonamide (89 mgs) were converted to the title compound as a tan solid (24 mgs). 1H-NMR (CDCl3, 400 MHz): 9.49 (s, 1H), 8.38 (d, J=8.1 Hz, 1H), 8.27 (d, J=8.9 Hz, 1H), 8.20 (s, 1H), 7.92 (d, J=8.1 Hz, 1H), 7.64 (d, J=8.1 Hz, 1H), 7.49 (s, 1H), 7.31-7.28 (m, 1H), 6.94 (d, J=9.1 Hz, 1H), 4.32-4.26 (... Starting materials: O.NN (hydrazine monohydrate), [OH-].[Na+] (sodium hydroxide), BrC(C(=O)OCC)(C)C (ethyl 2-bromo-2-methylpropanoate), C([O-])([O-])=O.[K+].[K+] (potassium carbonate), WSC•monohydrochloride, C=1C=CC2=C(C1)N=NN2O (HOBt), ClC1=CC(=C(C(=C1)F)O)F (4-chloro-2,6-difluorophenol). The solvent is C(C)#N (acetonitrile), C(C)O (ethanol), O (water), C(C)#N (Acetonitrile), CN(C)C=O (DMF). Reaction SMILES: [Cl:1][C:2]1[CH:7]=[C:6]([F:8])[C:5]([OH:9])=[C:4]([F:10])[CH:3]=1.Br[C:12]([CH3:19])([CH3:18])[C:13](OCC)=[O:14].C(=O)([O-])[O-].[K+].[K+].[OH-].[Na+].C1C=CC2N(O)[N:35]=[N:34]C=2C=1.O.NN>CN(C=O)C.C(O)C.C(#N)C.O>[Cl:1][C:2]1[CH:7]=[C:6]([F:8])[C:5]([O:9][C:12]([CH3:19])([CH3:18])[C:13]([NH:34][NH2:35])=[O:14])=[C:4]([F:10])[CH:3]=1 |f:2.3.4,5.6,8.9|. Reaction conditions: temperature 80 celsius, time 3 hour. Reported procedure: 4-chloro-2,6-difluorophenol (5.11 g) was dissolved in DMF (100 ml), ethyl 2-bromo-2-methylpropanoate (14 ml) and potassium carbonate (6.44 g) were added thereto, followed by stirring at 80° C. for 3 hours. The reaction solution was cooled to room temperature, water was added thereto, followed by extraction with ethyl acetate. The organic layer was washed with a 1M aqueous sodium hydroxide solution and then 1M hydrochloric acid in this order and dried over anhydrous magnesium sulfate, and the sol... Yields the product ClC1=CC(=C(OC(C(=O)NN)(C)C)C(=C1)F)F (2-(4-chloro-2,6-difluorophenoxy)-2-methylpropanohydrazide).